Dataset: the Open Reaction Database (ORD), a public repository of structured organic reaction records. Task: describe an organic reaction: reactants, conditions, products, and yield The reactants are ClC=1C=CC2=C(C(C3=C(SC=C3)CC2)=NO)C1 (6-chloro-9,10-dihydro-4-hydroxyimino-4H-benzo-[4,5]cyclohepta[1,2-b]thiophene), [Cl-].[NH4+] (ammonium chloride), N (ammonia). The reagents and catalysts are [Zn] (zinc). Run in C(C)O (ethanol). Yields the product ClC=1C=CC2=C(C(C3=C(SC=C3)CC2)N=C2NCCCCC2)C1 (2-(6-Chloro-9,10-dihydro-4H-benzo[4,5]cyclohepta[1,2-b]thiophene-4-ylimino)hexahydroazepine). Reaction SMILES: [Cl:1][C:2]1[CH:3]=[CH:4][C:5]2[CH2:14][CH2:13][C:9]3[S:10][CH:11]=[CH:12][C:8]=3[C:7](=[N:15]O)[C:6]=2[CH:17]=1.[Cl-].[NH4+:19].N>[Zn].C(O)C>[Cl:1][C:2]1[CH:3]=[CH:4][C:5]2[CH2:14][CH2:13][C:9]3[S:10][CH:11]=[CH:12][C:8]=3[CH:7]([N:15]=[C:5]3[CH2:6][CH2:17][CH2:2][CH2:3][CH2:4][NH:19]3)[C:6]=2[CH:17]=1 |f:1.2|. Procedure: 80.5 g of 6-chloro-9,10-dihydro-4-hydroxyimino-4H-benzo-[4,5]cyclohepta[1,2-b]thiophene, 105 g of zinc dust and 14 g of ammonium chloride are stirred with 1750 ml of 25% ammonia solution and 350 ml of ethanol for 3 hours at the boiling temperature. Upon cooling to room temperature, the undissolved portion is filtered off and is washed with benzene. 200 ml of concentrated caustic soda solution are added to the filtrate which is extracted with a mixture of ether/benzene 1:1. The organic phase is w... Starting materials: CCOC(=O)c1ccc2c(c1)CC(C)(C)C(c1cccc(NC(=O)c3ccccc3)c1)N2, CO, Cl, [Na+], C1CCOC1, [OH-], O. Product: CC1(C)Cc2cc(C(=O)O)ccc2NC1c1cccc(NC(=O)c2ccccc2)c1. RXN SMILES: [CH2:1]([CH3:2])[O:3][C:4](=[O:5])[c:6]1[cH:7][c:8]2[c:13]([cH:14][cH:15]1)[NH:12][CH:11]([c:16]1[cH:17][c:18]([NH:22][C:23]([c:24]3[cH:25][cH:26][cH:27][cH:28][cH:29]3)=[O:30])[cH:19][cH:20][cH:21]1)[C:10]([CH3:31])([CH3:32])[CH2:9]2.[CH3:34][OH:35].[ClH:33].[Na+:42].[O:36]1[CH2:37][CH2:38][CH2:39][CH2:40]1.[OH-:41].[OH2:43]>>[O:3]=[C:4]([OH:5])[c:6]1[cH:7][c:8]2[c:13]([cH:14][cH:15]1)[NH:12][CH:11]([c:16]1[cH:17][c:18]([NH:22][C:23]([c:24]3[cH:25][cH:26][cH:27][cH:28][cH:29]3)=[O:30])[cH:19][cH:20][cH:21]1)[C:10]([CH3:31])([CH3:32])[CH2:9]2. Reported procedure: DABCO (121 mg) was added to a solution of ethyl 3-[7-(5-{3-chloro-4-[(1-methylethyl)oxy]phenyl}-1,2,4-oxadiazol-3-yl)-4-fluoro-1H-indol-3-yl]propanoate (D46) (340 mg) in DMF (2 mL) and dimethyl carbonate (2 mL). The reaction mixture was stirred at 94° C. for 3 days. Then the reaction was quenched with water, and extracted with EtOAc for 3 times. The combined organic solution was washed with brine, and dried over anhydrous sodium sulfate. The dried solution was concentrated to afford the crude pr... Product: ClC=1C=C(C=CC1OC(C)C)C1=NC(=NO1)C=1C=CC(=C2C(=CN(C12)C)CCC(=O)O)F (3-[7-(5-{3-chloro-4-[(1-methylethyl)oxy]phenyl}-1,2,4-oxadiazol-3-yl)-4-fluoro-1-methyl-1H-indol-3-yl]propanoic acid). As a reaction SMILES: [CH2:1]1N2CCN(CC2)C1.[Cl:9][C:10]1[CH:11]=[C:12]([C:20]2[O:24][N:23]=[C:22]([C:25]3[CH:26]=[CH:27][C:28]([F:41])=[C:29]4[C:33]=3[NH:32][CH:31]=[C:30]4[CH2:34][CH2:35][C:36]([O:38]CC)=[O:37])[N:21]=2)[CH:13]=[CH:14][C:15]=1[O:16][CH:17]([CH3:19])[CH3:18].[OH-].[Na+].Cl>CN(C=O)C.C(=O)(OC)OC.C1COCC1.O>[Cl:9][C:10]1[CH:11]=[C:12]([C:20]2[O:24][N:23]=[C:22]([C:25]3[CH:26]=[CH:27][C:28]([F:41])=[C:29]4[C:33]=3[N:32]([CH3:1])[CH:31]=[C:30]4[CH2:34][CH2:35][C:36]([OH:38])=[O:37])[N:21]=2)[CH:13]=[CH:14][C:15]=1[O:16][CH:17]([CH3:18])[CH3:19] |f:2.3|. Solvent: O (water), CN(C)C=O (DMF), C(OC)(OC)=O (dimethyl carbonate), C1CCOC1 (THF). The yield is 25.2%. Run at temperature 94 celsius, time 3 day. Reactants: C1CN2CCN1CC2 (DABCO), ClC=1C=C(C=CC1OC(C)C)C1=NC(=NO1)C=1C=CC(=C2C(=CNC12)CCC(=O)OCC)F (Ethyl 3-[7-(5-{3-chloro-4-[(1-methylethyl)oxy]phenyl}-1,2,4-oxadiazol-3-yl)-4-fluoro-1H-indol-3-yl]propanoate), Cl (HCl), [OH-].[Na+] (Sodium hydroxide). Starting materials: C(C)(C)(C)OC(=O)N1CC2=CC(=C(C=C2C1)F)OC1CCOCC1 (5-fluoro-6-(tetrahydro-pyran-4-yloxy)-1,3-dihydro-isoindole-2-carboxylic acid tert-butyl ester), FC(C(=O)O)(F)F (trifluoroacetic acid). Yields the product FC(C(=O)O)(F)F.FC=1C=C2CNCC2=CC1OC1CCOCC1 (5-Fluoro-6-(tetrahydro-pyran-4-yloxy)-2,3-dihydro-1H-isoindole trifluoroacetate). RXN SMILES: C(OC([N:8]1[CH2:16][C:15]2[C:10](=[CH:11][C:12]([O:18][CH:19]3[CH2:24][CH2:23][O:22][CH2:21][CH2:20]3)=[C:13]([F:17])[CH:14]=2)[CH2:9]1)=O)(C)(C)C.[F:25][C:26]([F:31])([F:30])[C:27]([OH:29])=[O:28]>>[F:25][C:26]([F:31])([F:30])[C:27]([OH:29])=[O:28].[F:17][C:13]1[CH:14]=[C:15]2[C:10](=[CH:11][C:12]=1[O:18][CH:19]1[CH2:20][CH2:21][O:22][CH2:23][CH2:24]1)[CH2:9][NH:8][CH2:16]2 |f:2.3|. Reported procedure: Prepared in analogy to Example A2(c) from 5-fluoro-6-(tetrahydro-pyran-4-yloxy)-1,3-dihydro-isoindole-2-carboxylic acid tert-butyl ester and trifluoroacetic acid. Yellow oil. 238.1 ([M+H]+, 100%). Starting materials: C1(CC1)C=1C(=CC(=C(C(=O)OC(C)(C)C)C1)F)OCC1(CCC2(CC2)CC1)C (tert-butyl 5-cyclopropyl-2-fluoro-4-((6-methylspiro[2.5]octan-6-yl)methoxy)benzoate), C1(=CC=CC=C1)OC (anisole), FC(C(=O)O)(F)F (trifluoroacetic acid). Solvent: ClCCl (dichloromethane). Conditions: temperature 0 celsius, time 4 hour. The product is C1(CC1)C=1C(=CC(=C(C(=O)O)C1)F)OCC1(CCC2(CC2)CC1)C (5-cyclopropyl-2-fluoro-4-((6- methylspiro[2.5]octan-6-yl)methoxy)benzoic acid). Yield: 89.9%. Reaction SMILES: [CH:1]1([C:4]2[C:5]([O:18][CH2:19][C:20]3([CH3:28])[CH2:27][CH2:26][C:23]4([CH2:25][CH2:24]4)[CH2:22][CH2:21]3)=[CH:6][C:7]([F:17])=[C:8]([CH:16]=2)[C:9]([O:11]C(C)(C)C)=[O:10])[CH2:3][CH2:2]1.C1(OC)C=CC=CC=1.FC(F)(F)C(O)=O>ClCCl>[CH:1]1([C:4]2[C:5]([O:18][CH2:19][C:20]3([CH3:28])[CH2:27][CH2:26][C:23]4([CH2:24][CH2:25]4)[CH2:22][CH2:21]3)=[CH:6][C:7]([F:17])=[C:8]([CH:16]=2)[C:9]([OH:11])=[O:10])[CH2:2][CH2:3]1. Procedure details: To a cooled (0° C.) solution of tert-butyl 5-cyclopropyl-2-fluoro-4-((6-methylspiro[2.5]octan-6-yl)methoxy)benzoate (0.277 g, 0.713 mmol) and anisole (0.11 mL, 1.07 mmol) in dichloromethane (3 mL) was added trifluoroacetic acid (0.75 mL, 9.61 mmol). The reaction mixture was stirred at 0° C. for 4 hours before being quenched with water (5 mL). The reaction was diluted with dichloromethane (20 mL) and washed with water (4×10 mL) until the last wash was neutral as monitored by pH paper. The organic... Reactants: S(=O)(=O)(Cl)Cl (sulfuryl chloride), C(#N)C(C(=O)OC)=C1CSCC1 (methyl 2-cyano-2-(3-tetrahydrothienylidene)acetate), N1=CC=CC=C1 (Pyridine). Solvent: C(Cl)Cl (methylene chloride), C(Cl)Cl (methylene chloride). Reaction conditions: time 15 minute. The product is C(#N)C(C(=O)OC)C1=CSC=C1 (methyl 2-cyano-2(3-thienyl)acetate). The yield is 94.4%. RXN SMILES: [C:1]([C:3](=[C:8]1[CH2:12][CH2:11][S:10][CH2:9]1)[C:4]([O:6][CH3:7])=[O:5])#[N:2].S(Cl)(Cl)(=O)=O.N1C=CC=CC=1>C(Cl)Cl>[C:1]([CH:3]([C:8]1[CH:12]=[CH:11][S:10][CH:9]=1)[C:4]([O:6][CH3:7])=[O:5])#[N:2]. Procedure details: A solution of 5.00 g (27.3 mmol) of methyl 2-cyano-2-(3-tetrahydrothienylidene)acetate in 100 ml of methylene chloride was cooled to +5° under nitrogen and 3.70 g (27.3 mmol) of sulfuryl chloride in 5 ml of methylene chloride was added all at once. After 15 min. at +5° the solution was purged with a vigorous stream of nitrogen for 5 min. Pyridine (4.0 g, 50 mmol, 1.83 eq.) was added and the solution was brought to room temperature with a water bath. After 30 min. the reaction was quenched with 3...